Dataset: the Open Reaction Database (ORD), a public repository of structured organic reaction records. Task: describe an organic reaction: reactants, conditions, products, and yield The solvent is O (water), O (water), O (water). Reactants: S(O)(O)(=O)=O (sulfuric acid), [I-].[K+] (potassium iodide), N(=O)[O-].[Na+] (sodium nitrite), ClC(=C[C@H]1C([C@H]1C(=O)OCC1=C(C(=CC=C1C)N)C)(C)C)C(F)(F)F ((3-amino-2,6-dimethylphenyl)methyl cis-3-(2-chloro-3,3,3-trifluoropropenyl)-2,2-dimethylcyclopropanecarboxylate), S(O)(O)(=O)=O (sulfuric acid). The reagents and catalysts are [Cu] (copper). Reaction conditions: time 0.5 hour. The yield is 81.3%. Reaction SMILES: N([O-])=O.[Na+].[Cl:5][C:6]([C:26]([F:29])([F:28])[F:27])=[CH:7][C@@H:8]1[C@H:10]([C:11]([O:13][CH2:14][C:15]2[C:20]([CH3:21])=[CH:19][CH:18]=[C:17](N)[C:16]=2[CH3:23])=[O:12])[C:9]1([CH3:25])[CH3:24].S(=O)(=O)(O)O.[I-:35].[K+]>O.[Cu]>[Cl:5][C:6]([C:26]([F:29])([F:28])[F:27])=[CH:7][C@@H:8]1[C@H:10]([C:11]([O:13][CH2:14][C:15]2[C:20]([CH3:21])=[CH:19][CH:18]=[C:17]([I:35])[C:16]=2[CH3:23])=[O:12])[C:9]1([CH3:25])[CH3:24] |f:0.1,4.5|. Procedure details: A solution of sodium nitrite (12.7 g) in water (15 ml) was added dropwise to a stirred mixture of (3-amino-2,6-dimethylphenyl)methyl cis-3-(2-chloro-3,3,3-trifluoropropenyl)-2,2-dimethylcyclopropanecarboxylate (9.5 g, 0.025 mole) and concentrated sulfuric acid (20.9 g) in water (120 ml), while maintaining the temperature at 0°. The mixture was stirred at 0° for an additional 0.5 hour, and concentrated sulfuric acid (5 ml) was added. A solution of potassium iodide (34.8 g) in water (25 ml) was ad... Yields the product ClC(=C[C@H]1C([C@H]1C(=O)OCC1=C(C(=CC=C1C)I)C)(C)C)C(F)(F)F ((3-iodo-2,6-dimethylphenyl)methyl cis-3-(2-chloro-3,3,3-trifluoropropenyl)-2,2-dimethylcyclopropanecarboxylate). The reactants are FC1=C(OC2=C(NS(=O)(=O)CC)C=CC(=C2)C=O)C=CC(=C1)F (2'-(2,4-difluorophenoxy)-4'-formylethanesulfonanilide), C1(=CC=CC=C1)P(=C1C(=O)OCC1)(C1=CC=CC=C1)C1=CC=CC=C1 (α-triphenylphosphoranylidene-γ-butyrolactone). Run in CS(=O)C (dimethyl sulfoxide), C(C)(=O)OCC (ethyl acetate). Reaction conditions: temperature 80 celsius, time 6 hour. Yields the product FC1=C(OC=2C=C(C=C3C(=O)OCC3)C=CC2NS(=O)(=O)C)C=CC(=C1)F (α-[3-(2,4-difluorophenoxy)-4-(methanesulfonamido)benzylidene]-γ-butyrolactone). Yield: 73.4%. As a reaction SMILES: [F:1][C:2]1[CH:22]=[C:21]([F:23])[CH:20]=[CH:19][C:3]=1[O:4][C:5]1[CH:16]=[C:15]([CH:17]=O)[CH:14]=[CH:13][C:6]=1[NH:7][S:8]([CH2:11]C)(=[O:10])=[O:9].C1(P(C2C=CC=CC=2)(C2C=CC=CC=2)=[C:31]2[CH2:36][CH2:35][O:34][C:32]2=[O:33])C=CC=CC=1>CS(C)=O.C(OCC)(=O)C>[F:1][C:2]1[CH:22]=[C:21]([F:23])[CH:20]=[CH:19][C:3]=1[O:4][C:5]1[CH:16]=[C:15]([CH:14]=[CH:13][C:6]=1[NH:7][S:8]([CH3:11])(=[O:10])=[O:9])[CH:17]=[C:31]1[CH2:36][CH2:35][O:34][C:32]1=[O:33]. Procedure: A mixture of 2'-(2,4-difluorophenoxy)-4'-formylethanesulfonanilide (2 g) and α-triphenylphosphoranylidene-γ-butyrolactone (2.2 g) in dimethyl sulfoxide (10 ml) was stirred at 80° C. for 6 hours. The mixture was dissolved in ethyl acetate, and the resulting mixture was washed with water, dried, and concentrated to dryness. The residue was purified by column chromatography on acetate (1:1) to give a powder of α-[3-(2,4-difluorophenoxy)-4-(methanesulfonamido)benzylidene]-γ-butyrolactone (1.7 g). Starting materials: solution, Cl (hydrogen chloride), BrC1=CC=CC=2NC([C@H](CSC21)NC(OC(C)(C)C)=O)=O (tert-butyl ((3R)-9-bromo-4-oxo-2,3,4,5-tetrahydro-1,5-benzothiazepin-3-yl)carbamate). Run in O1CCOCC1 (dioxane). Reaction conditions: time 4 hour. Product: Cl.N[C@H]1CSC2=C(NC1=O)C=CC=C2Br ((3R)-3-amino-9-bromo-2,3-dihydro-5H-1,5-benzothiazepin-4-one hydrochloride). As a reaction SMILES: [ClH:1].[Br:2][C:3]1[C:13]2[S:12][CH2:11][C@H:10]([NH:14]C(=O)OC(C)(C)C)[C:9](=[O:22])[NH:8][C:7]=2[CH:6]=[CH:5][CH:4]=1>O1CCOCC1>[ClH:1].[NH2:14][C@@H:10]1[C:9](=[O:22])[NH:8][C:7]2[CH:6]=[CH:5][CH:4]=[C:3]([Br:2])[C:13]=2[S:12][CH2:11]1 |f:3.4|. Procedure: 10 mL of a solution of hydrogen chloride in dioxane (4 M) are added to a 25 mL round-bottomed flask containing 500 mg of 20 (1.34 mmol). The mixture is stirred for 4 hours at room temperature under argon. A white precipitate forms, which is filtered off by suction and washed with 3 mL of dioxane and then 5 mL of isopropyl ether. 386 mg of amine 21 (beige-coloured solid) are thus obtained in the form of hydrochloride. The reactants are COCCO, Cl, [Na+], [OH-], O, CCOC(=O)c1nn(-c2ccc(C)cc2)nc1C. Yields the product Cc1ccc(-n2nc(C)c(C(=O)O)n2)cc1. Reaction SMILES: [CH3:23][O:24][CH2:25][CH2:26][OH:27].[ClH:22].[Na+:20].[OH-:19].[OH2:21].[c:1]1([CH3:18])[cH:2][cH:3][c:4](-[n:7]2[n:8][c:9]([C:13](=[O:14])[O:15][CH2:16][CH3:17])[c:10]([CH3:12])[n:11]2)[cH:5][cH:6]1>>[c:1]1([CH3:18])[cH:2][cH:3][c:4](-[n:7]2[n:8][c:9]([C:13](=[O:14])[OH:15])[c:10]([CH3:12])[n:11]2)[cH:5][cH:6]1. Starting materials: ClC1=CC(=C(N)C=C1Cl)[N+](=O)[O-] (4,5-dichloro-2-nitro-aniline), Cl.FC(C1CCNCC1)(F)F (4-trifluoromethyl-piperidine hydrochloride), C(=O)([O-])[O-].[K+].[K+] (K2CO3). Solvent: CS(=O)C (DMSO). Product: ClC1=CC(=C(N)C=C1N1CCC(CC1)C(F)(F)F)[N+](=O)[O-] (4-Chloro-2-nitro-5-(4-trifluoromethyl-piperidin-1-yl)aniline). RXN SMILES: [Cl:1][C:2]1[C:8](Cl)=[CH:7][C:5]([NH2:6])=[C:4]([N+:10]([O-:12])=[O:11])[CH:3]=1.Cl.[F:14][C:15]([F:23])([F:22])[CH:16]1[CH2:21][CH2:20][NH:19][CH2:18][CH2:17]1.C([O-])([O-])=O.[K+].[K+]>CS(C)=O>[Cl:1][C:2]1[C:8]([N:19]2[CH2:20][CH2:21][CH:16]([C:15]([F:23])([F:22])[F:14])[CH2:17][CH2:18]2)=[CH:7][C:5]([NH2:6])=[C:4]([N+:10]([O-:12])=[O:11])[CH:3]=1 |f:1.2,3.4.5|. Procedure: The sub-title compound was prepared from 4,5-dichloro-2-nitro-aniline (500 mg, 2.4 mmol), 4-trifluoromethyl-piperidine hydrochloride (550 mg, 2.9 mmol) and K2CO3 (830 mg, 6.0 mmol) in DMSO (10 mL) in analogy to example 3, step (a). Procedure details: The following were prepared analogously and analyzed by nmr spectroscopy: 2-azido-4-(trifluoromethyl)pyridine, off white crystals (from 2-fluoro-4-(trifluoromethyl)pyridine; and 2-azido-4,6-bis(trifluoromethyl)pyridine, pale yellow oil crystallizing on standing (from 2-chloro-4,6-bis(trifluoromethyl)pyridine. RXN SMILES: [N:1]([C:4]1[CH:9]=[C:8](C(F)(F)F)[CH:7]=[CH:6][N:5]=1)=[N+:2]=[N-:3].FC1C=C([C:21]([F:24])([F:23])[F:22])C=CN=1>>[N:1]([C:4]1[CH:9]=[CH:8][C:7]([C:21]([F:24])([F:23])[F:22])=[CH:6][N:5]=1)=[N+:2]=[N-:3]. Reactants: N(=[N+]=[N-])C1=NC=CC(=C1)C(F)(F)F (2-azido-4-(trifluoromethyl)pyridine), FC1=NC=CC(=C1)C(F)(F)F (2-fluoro-4-(trifluoromethyl)pyridine). Yields the product N(=[N+]=[N-])C1=NC=C(C=C1)C(F)(F)F (2-Azido-5-(trifluoromethyl)pyridine).